The task is: describe an organic reaction: reactants, conditions, products, and yield. This data is from the Open Reaction Database (ORD), a public repository of structured organic reaction records. Starting materials: CN(C=O)C (N,N-dimethylformamide), C(C1=CC=CC=C1)OC=1C(=CC(=C(C1)C(=O)N1CCCCC1)I)OC ((5-benzyloxy-2-iodo-4-methoxyphenyl)piperidin-1-yl-methanone), Cl (hydrochloric acid), C(C)(=O)OCC (ethyl acetate), [C]=O (carbon monoxide). Reagents/catalysts: C=1C=CC(=CC1)/C=C/C(=O)/C=C/C2=CC=CC=C2.C=1C=CC(=CC1)/C=C/C(=O)/C=C/C2=CC=CC=C2.C=1C=CC(=CC1)/C=C/C(=O)/C=C/C2=CC=CC=C2.[Pd].[Pd] (tris(dibenzylideneacetone)dipalladium(0)), C1(=CC=CC=C1)P([C-]1C=CC=C1)C1=CC=CC=C1.[C-]1(C=CC=C1)P(C1=CC=CC=C1)C1=CC=CC=C1.[Fe+2] (1,1′-bis(diphenylphosphino)ferrocene). Solvent: C(C)N(CC)CC (triethylamine), CC(C)O (2-propanol). Conditions: time 10 minute. Yields the product C(C1=CC=CC=C1)OC1=CC(=C(C(=O)OC(C)C)C=C1OC)C(=O)N1CCCCC1 (Isopropyl 4-benzyloxy-5-methoxy-2-(piperidine-1-carbonyl)-benzoate). As a reaction SMILES: [CH3:1]N(C)C=O.[CH2:6]([O:13][C:14]1[C:15]([O:29][CH3:30])=[CH:16][C:17](I)=[C:18]([C:20]([N:22]2[CH2:27][CH2:26][CH2:25][CH2:24][CH2:23]2)=[O:21])[CH:19]=1)[C:7]1[CH:12]=[CH:11][CH:10]=[CH:9][CH:8]=1.[C]=O.Cl.[C:34]([O:37][CH2:38][CH3:39])(=[O:36])C>C1C=CC(/C=C/C(/C=C/C2C=CC=CC=2)=O)=CC=1.C1C=CC(/C=C/C(/C=C/C2C=CC=CC=2)=O)=CC=1.C1C=CC(/C=C/C(/C=C/C2C=CC=CC=2)=O)=CC=1.[Pd].[Pd].C1(P(C2C=CC=CC=2)[C-]2C=CC=C2)C=CC=CC=1.[C-]1(P(C2C=CC=CC=2)C2C=CC=CC=2)C=CC=C1.[Fe+2].C(N(CC)CC)C.CC(O)C>[CH2:6]([O:13][C:14]1[C:15]([O:29][CH3:30])=[CH:16][C:17]([C:34]([O:37][CH:38]([CH3:39])[CH3:1])=[O:36])=[C:18]([C:20]([N:22]2[CH2:27][CH2:26][CH2:25][CH2:24][CH2:23]2)=[O:21])[CH:19]=1)[C:7]1[CH:12]=[CH:11][CH:10]=[CH:9][CH:8]=1 |f:5.6.7.8.9,10.11.12,^3:30|. Reported procedure: A mixture of tris(dibenzylideneacetone)dipalladium(0) (157 mg), 1,1′-bis(diphenylphosphino)ferrocene (380 mg) and N,N-dimethylformamide (10 mL) was stirred under an argon atmosphere for 10 minutes. To the mixture were added (5-benzyloxy-2-iodo-4-methoxyphenyl)piperidin-1-yl-methanone (reference example 6-1) (1.55 g), 2-propanol (10 mL) and triethylamine (1.44 mL). After displacement to a carbon monoxide atmosphere, the mixture was stirred at 90° C. for 14 hours. After cooling to room temperature... Reactants: COC(=O)C1(CCC(CC1)(C)C)C=NOCC1=CC=CC=C1 (1-(benzyloxyimino-methyl)-4,4-dimethyl-cyclohexanecarboxylic acid methyl ester), O.[OH-].[Li+] (lithium hydroxide monohydrate), Cl (HCl). The solvent is C1CCOC1 (THF), O (water). Reaction conditions: temperature 60 celsius. The product is C(C1=CC=CC=C1)ON=CC1(CCC(CC1)(C)C)C(=O)O (1-(Benzyloxyimino-Methyl)-4,4-Dimethyl-Cyclohexanecarboxylic Acid). Reaction SMILES: C[O:2][C:3]([C:5]1([CH:13]=[N:14][O:15][CH2:16][C:17]2[CH:22]=[CH:21][CH:20]=[CH:19][CH:18]=2)[CH2:10][CH2:9][C:8]([CH3:12])([CH3:11])[CH2:7][CH2:6]1)=[O:4].O.[OH-].[Li+].Cl>C1COCC1.O>[CH2:16]([O:15][N:14]=[CH:13][C:5]1([C:3]([OH:4])=[O:2])[CH2:10][CH2:9][C:8]([CH3:12])([CH3:11])[CH2:7][CH2:6]1)[C:17]1[CH:22]=[CH:21][CH:20]=[CH:19][CH:18]=1 |f:1.2.3|. Reported procedure: A mixture of 1-(benzyloxyimino-methyl)-4,4-dimethyl-cyclohexanecarboxylic acid methyl ester (1.83 g, 6.04 mmol) and lithium hydroxide monohydrate (2.53 g, 60.4 mmol) in THF (60 mL) and water (30 mL) was heated at 60° C. for 18 h. The reaction mixture was acidified to pH 5 with 3N aqueous HCl and was extracted with dichloromethane (50 mL×6). The combined organic layers were dried (MgSO4) and were evaporated in vacuo to yield the title compound as a pale yellow oil. (1.47 g, 84%). MH+290. The product is O=C(Cl)C1CCCN(C(=O)OCc2ccccc2)C1. Reaction SMILES: [CH2:1]([c:2]1[cH:3][cH:4][cH:5][cH:6][cH:7]1)[O:8][C:9](=[O:10])[N:11]1[CH2:12][CH:13]([C:17](=[O:18])[OH:19])[CH2:14][CH2:15][CH2:16]1.[Cl:24][CH2:25][Cl:26].[S:20]([Cl:21])([Cl:22])=[O:23]>>[CH2:1]([c:2]1[cH:3][cH:4][cH:5][cH:6][cH:7]1)[O:8][C:9](=[O:10])[N:11]1[CH2:12][CH:13]([C:17](=[O:19])[Cl:22])[CH2:14][CH2:15][CH2:16]1. Reactants: O=C(O)C1CCCN(C(=O)OCc2ccccc2)C1, ClCCl, O=S(Cl)Cl. Reported procedure: A mixture of 1-methyl-2-vinylpyrrole (3.90 g, 36.0 mmol), α-isopropyl-α-methyl-2,5-dioxo-3-pyrroline-1-acetonitrile (7.00 g, 36.0 mmol) and chloroform is stirred overnight at room temperature and concentrated in vacuo. The resultant residue is flash chromatographed (silica gel, 50% ether:hexanes eluent) to afford the title product as a clear yellow glass (63.5 g, 58.8%). Reaction SMILES: [CH3:1][N:2]1[CH:6]=[CH:5][CH:4]=[C:3]1[CH:7]=[CH2:8].[CH:9]([C:12]([CH3:22])([N:15]1[C:19](=[O:20])[CH:18]=[CH:17][C:16]1=[O:21])[C:13]#[N:14])([CH3:11])[CH3:10]>C(Cl)(Cl)Cl>[CH:9]([C:12]([CH3:22])([N:15]1[C:19](=[O:20])[CH:18]2[CH2:8][CH2:7][C:3]3[N:2]([CH3:1])[CH:6]=[CH:5][C:4]=3[CH:17]2[C:16]1=[O:21])[C:13]#[N:14])([CH3:11])[CH3:10]. The reactants are CN1C(=CC=C1)C=C (1-methyl-2-vinylpyrrole), C(C)(C)C(C#N)(N1C(C=CC1=O)=O)C (α-isopropyl-α-methyl-2,5-dioxo-3-pyrroline-1-acetonitrile). Yield: 589.2%. The product is C(C)(C)C(C#N)(N1C(C2C(C1=O)CCC=1N(C=CC12)C)=O)C (3,3a,4,5,6,8b-Hexahydro-α-isopropyl-α, 6-dimethyl-1,3-dioxobenzo[1,2-b:3,4-c']dipyrrole-2(1H)-acetonitrile). Conditions: time 8 hour. Run in C(Cl)(Cl)Cl (chloroform). Reactants: OC1=CC=C(C=C1)S(=O)(=O)C1=C(C=C(S1)S(=O)(=O)N)C (5-(4-hydroxyphenylsulfonyl)-4-methylthiophene-2-sulfonamide), CNC (dimethylamine), hydrochloride salt, Cl (HCl), C=O (formaldehyde), Cl (HCl). Run in C(C)O (ethanol). Reaction conditions: temperature 98 celsius, time 2 hour. Yields the product CN(C)CC=1C(=C(C=CC1)S(=O)(=O)C1=C(C=C(S1)S(=O)(=O)N)C)O (5-(3-Dimethylaminomethylhydroxyphenylsulfonyl)-4-methylthiophene-2-sulfonamide). The yield is 44.0%. Reaction SMILES: O[C:2]1[CH:7]=[CH:6][C:5]([S:8]([C:11]2[S:15][C:14]([S:16]([NH2:19])(=[O:18])=[O:17])=[CH:13][C:12]=2[CH3:20])(=[O:10])=[O:9])=[CH:4][CH:3]=1.[CH3:21][NH:22][CH3:23].[CH2:24]=[O:25].Cl>C(O)C>[CH3:21][N:22]([CH2:4][C:3]1[C:24]([OH:25])=[C:5]([S:8]([C:11]2[S:15][C:14]([S:16]([NH2:19])(=[O:18])=[O:17])=[CH:13][C:12]=2[CH3:20])(=[O:10])=[O:9])[CH:6]=[CH:7][CH:2]=1)[CH3:23]. Procedure details: To 5-(4-hydroxyphenylsulfonyl)-4-methylthiophene-2-sulfonamide (2.0 g, 0.006 mol) in ethanol (10 ml) was added 40% aqueous dimethylamine (2.7 g, 0.024 mol) followed by 37% aqueous formaldehyde (0.59, 0.0072 mol). The solution was stirred in an oil bath (98° C.) for 161/2 hours. The solvent was removed in vacuo. The residual oil was taken up in ethyl acetate and extracted with dilute HCl. The HCl extract was basified with NaHCO3 and the product was extracted into ethyl acetate. The extract was wa... Starting materials: OC=1C=CC=C2C=CC=NC12 (8-hydroxyquinoline). The reagents and catalysts are [Pt]=O (platinum oxide). Run in CO (methanol). Product: N1CCCC2=CC=CC(=C12)O (1,2,3,4-Tetrahydro-8-quinolinol). RXN SMILES: [OH:1][C:2]1[CH:3]=[CH:4][CH:5]=[C:6]2[C:11]=1[N:10]=[CH:9][CH:8]=[CH:7]2>CO.[Pt]=O>[NH:10]1[C:11]2[C:6](=[CH:5][CH:4]=[CH:3][C:2]=2[OH:1])[CH2:7][CH2:8][CH2:9]1. Procedure details: A solution of 2.5 g (17.2 mmol) of 8-hydroxyquinoline in 50 ml of methanol was treated with 680 mg of platinum oxide and was hydrogenated in a Parr apparatus at 40 PSI until hydrogen absorption ceased. The suspension was filtered through Celite, the filtrate was evaporated and the residue was recrystallized from dichloromethane: hexane to provide 1.82 g of analytically pure, green tinged needles: melting point 117.5°-119° C.